From a dataset of the Open Reaction Database (ORD), a public repository of structured organic reaction records. describe an organic reaction: reactants, conditions, products, and yield As a reaction SMILES: [F:1][C:2]1[CH:7]=[CH:6][C:5]([C:8]2[S:12][C:11]3[CH:13]=[CH:14][C:15]([C:17]4[CH:18]=[C:19]([CH:23]=[CH:24][CH:25]=4)[C:20](O)=[O:21])=[CH:16][C:10]=3[C:9]=2[C:26](=[O:29])[NH:27][CH3:28])=[CH:4][CH:3]=1.Cl.[C:31]1([C:37]2([NH2:40])[CH2:39][CH2:38]2)[CH:36]=[CH:35][CH:34]=[CH:33][CH:32]=1>>[F:1][C:2]1[CH:3]=[CH:4][C:5]([C:8]2[S:12][C:11]3[CH:13]=[CH:14][C:15]([C:17]4[CH:25]=[CH:24][CH:23]=[C:19]([C:20](=[O:21])[NH:40][C:37]5([C:31]6[CH:36]=[CH:35][CH:34]=[CH:33][CH:32]=6)[CH2:39][CH2:38]5)[CH:18]=4)=[CH:16][C:10]=3[C:9]=2[C:26]([NH:27][CH3:28])=[O:29])=[CH:6][CH:7]=1 |f:1.2|. The product is FC1=CC=C(C=C1)C1=C(C2=C(S1)C=CC(=C2)C2=CC(=CC=C2)C(NC2(CC2)C2=CC=CC=C2)=O)C(=O)NC (2-(4-fluorophenyl)-N-methyl-5-(3-(1-phenylcyclopropylcarbamoyl)phenyl)benzo[b]thiophene-3-carboxamide). The reactants are FC1=CC=C(C=C1)C1=C(C2=C(S1)C=CC(=C2)C=2C=C(C(=O)O)C=CC2)C(NC)=O (3-(2-(4-fluorophenyl)-3-(methylcarbamoyl)benzo[b]thiophen-5-yl)benzoic acid), Cl.C1(=CC=CC=C1)C1(CC1)N (1-phenylcyclopropanamine hydrochloride). Reported procedure: 2-(4-fluorophenyl)-N-methyl-5-(3-(1-phenylcyclopropylcarbamoyl)phenyl)benzo[b]thiophene-3-carboxamide was prepared from 3-(2-(4-fluorophenyl)-3-(methylcarbamoyl)benzo[b]thiophen-5-yl)benzoic acid (0.075 g, 0.154 mmol) and 1-phenylcyclopropanamine hydrochloride (0.038 g, 0.22 mmol). 1H NMR (500 MHz, DMSO-D6) δ ppm 9.36 (s, 1H), 8.41 (d, J=4.58 Hz, 1H), 8.22 (s, 1H), 8.17 (d, J=8.24 Hz, 1H), 7.98 (d, J=1.53 Hz, 1H), 7.93 (d, J=7.63 Hz, 1H), 7.89 (d, J=7.94 Hz, 1H), 7.83 (dd, J=8.39, 1.68 Hz, 1H), ... The reactants are Cl[Cu], ClCCCl, OB(O)c1ccccc1, O=C1c2ccccc2C(=O)N1O, c1ccncc1. Product: O=C1c2ccccc2C(=O)N1Oc1ccccc1. As a reaction SMILES: [Cl:28][Cu:29].[Cl:30][CH2:31][CH2:32][Cl:33].[OH:13][B:14]([OH:15])[c:16]1[cH:17][cH:18][cH:19][cH:20][cH:21]1.[OH:1][N:2]1[C:3](=[O:12])[c:4]2[c:5]([cH:8][cH:9][cH:10][cH:11]2)[C:6]1=[O:7].[cH:22]1[cH:23][cH:24][n:25][cH:26][cH:27]1>>[O:1]([N:2]1[C:3](=[O:12])[c:4]2[c:5]([cH:8][cH:9][cH:10][cH:11]2)[C:6]1=[O:7])[c:16]1[cH:17][cH:18][cH:19][cH:20][cH:21]1.